From a dataset of the Open Reaction Database (ORD), a public repository of structured organic reaction records. describe an organic reaction: reactants, conditions, products, and yield Starting materials: CCO, CSC(=N)Nc1ccc(Cl)c(Cl)c1, [NH4+], [OH-]. Product: N=C(N)Nc1ccc(Cl)c(Cl)c1. As a reaction SMILES: [CH3:16][CH2:17][OH:18].[Cl:1][c:2]1[cH:3][c:4]([NH:9][C:10]([S:11][CH3:12])=[NH:13])[cH:5][cH:6][c:7]1[Cl:8].[NH4+:15].[OH-:14]>>[Cl:1][c:2]1[cH:3][c:4]([NH:9][C:10]([NH2:13])=[NH:15])[cH:5][cH:6][c:7]1[Cl:8]. Reactants: CC1=C(C(=O)C2=C(C1=O)N3C[C@H]4[C@@H]([C@@]3([C@@H]2COC(=O)N)OC)N4)OC (mitomycin A), CO (methanol), C(Cl)(Cl)Cl (chloroform). Run in C(C1=CC=CO1)N (furfurylamine). Conditions: time 3 hour. The product is C(N)(O)=O.OCC1C2(N(C=3C(C(=C(C(C13)=O)NCC1=CC=CO1)C)=O)CC1C2N1)OC (1,1a,2,8,8a,8b-Hexahydro-8-(hydroxymethyl)-8a-methoxy-5-methyl-6-furfurylamino-azirino[2',3':3,4]pyrrolo-[1,2-a]indole-4,7-dione carbamate). Yield: 42.7%. Reaction SMILES: [CH3:1][C:2]1[C:8](=[O:9])[C:7]2[N:10]3[C@@:14]([O:21][CH3:22])([C@H:15]([CH2:16][O:17][C:18]([NH2:20])=[O:19])[C:6]=2[C:4](=[O:5])[C:3]=1OC)[C@H:13]1[NH:23][C@H:12]1[CH2:11]3.C(Cl)(Cl)Cl.[CH3:30][OH:31]>C(N)C1OC=CC=1>[C:18](=[O:17])([OH:19])[NH2:20].[OH:17][CH2:16][CH:15]1[C:6]2[C:4](=[O:5])[C:3]([NH:10][CH2:7][C:6]3[O:31][CH:30]=[CH:3][CH:4]=3)=[C:2]([CH3:1])[C:8](=[O:9])[C:7]=2[N:10]2[CH2:11][CH:12]3[NH:23][CH:13]3[C:14]12[O:21][CH3:22] |f:4.5|. Procedure: To a solution of 60 mg (0.17 mmol) of mitomycin A in 8 ml of anhydrous methanol, 0.5 ml of furfurylamine was added with stirring. The progress of the reaction was periodically checked by TLC and the reaction appeared to be complete in 3 hours. The solvent was removed by evaporation under reduced pressure and the residue was chromatographed using silica-gel as adsorbent. The fraction obtained by eluting the column with ethyl acetate was evaporated. Recrystallization from a mixture of chloroform a... Starting materials: CS(=O)(=O)c1ncc(-c2cc(-c3ccc4c(c3)CCC4=O)c(-c3ccncc3)o2)cn1, CN1CCNCC1, CN(C)C=O. Product: CN1CCN(c2ncc(-c3cc(-c4ccc5c(c4)CCC5=O)c(-c4ccncc4)o3)cn2)CC1. RXN SMILES: [CH3:1][S:2](=[O:3])(=[O:4])[c:5]1[n:6][cH:7][c:8](-[c:11]2[cH:12][c:13](-[c:22]3[cH:23][c:24]4[c:28]([cH:29][cH:30]3)[C:27](=[O:31])[CH2:26][CH2:25]4)[c:14](-[c:16]3[cH:17][cH:18][n:19][cH:20][cH:21]3)[o:15]2)[cH:9][n:10]1.[CH3:32][N:33]1[CH2:34][CH2:35][NH:36][CH2:37][CH2:38]1.[CH3:39][N:40]([CH3:41])[CH:42]=[O:43]>>[c:5]1([N:36]2[CH2:35][CH2:34][N:33]([CH3:32])[CH2:38][CH2:37]2)[n:6][cH:7][c:8](-[c:11]2[cH:12][c:13](-[c:22]3[cH:23][c:24]4[c:28]([cH:29][cH:30]3)[C:27](=[O:31])[CH2:26][CH2:25]4)[c:14](-[c:16]3[cH:17][cH:18][n:19][cH:20][cH:21]3)[o:15]2)[cH:9][n:10]1. Reactants: BrCc1ccccc1, O=C([O-])[O-], CCO, [K+], [K+], COc1cccc(C=O)c1O. Product: COc1cccc(C=O)c1OCc1ccccc1. As a reaction SMILES: [Br:12][CH2:13][c:14]1[cH:15][cH:16][cH:17][cH:18][cH:19]1.[C:20](=[O:21])([O-:22])[O-:23].[CH3:26][CH2:27][OH:28].[K+:24].[K+:25].[O:1]=[CH:2][c:3]1[c:4]([OH:5])[c:6]([O:7][CH3:8])[cH:9][cH:10][cH:11]1>>[O:1]=[CH:2][c:3]1[c:4]([O:5][CH2:13][c:14]2[cH:15][cH:16][cH:17][cH:18][cH:19]2)[c:6]([O:7][CH3:8])[cH:9][cH:10][cH:11]1. The reactants are CCOC(=O)c1cc(Br)cn1CC, CC(C)n1ccnc1. Reagents/catalysts: CC(C)(C)c1ccc(-c2ccc(C(C)(C)C)cc2)cc1 (4,4'-di-tert-butylbiphenyl), CC(C)(C)C(=O)[O-].[K+] (KOPiv), Cl[Pd]CC=C.C=CC[Pd]Cl ([Pd(allyl)Cl]2), CN(C)c1ccc(P(C2CCCCC2)C2CCCCC2)cc1 (A-caPhos). Solvent: CC(=O)N(C)C (DMA), CC(=O)N(C)C (DMA), CC(=O)N(C)C (DMA). Reaction conditions: temperature 120 celsius, time 24 hour. Product: CCOC(=O)c1cc(-c2cncn2C(C)C)cn1CC. Isolated yield 5.9%. Starting materials: CCOC(C)=O, [H][H], Cc1ccc([N+](=O)[O-])cc1N1C(=O)c2ccc(F)cc2C1=O. Yields the product Cc1ccc(N)cc1N1C(=O)c2ccc(F)cc2C1=O. Reaction SMILES: [CH3:25][CH2:26][O:27][C:28](=[O:29])[CH3:30].[H:23][H:24].[N+:1]([O-:2])(=[O:3])[c:4]1[cH:5][c:6]([N:11]2[C:12](=[O:22])[c:13]3[c:14]([cH:17][c:18]([F:21])[cH:19][cH:20]3)[C:15]2=[O:16])[c:7]([CH3:10])[cH:8][cH:9]1>>[NH2:1][c:4]1[cH:5][c:6]([N:11]2[C:12](=[O:22])[c:13]3[c:14]([cH:17][c:18]([F:21])[cH:19][cH:20]3)[C:15]2=[O:16])[c:7]([CH3:10])[cH:8][cH:9]1. Starting materials: CC(=O)O, CO, O=Cc1cccc(Cl)c1, N#C[K]. Yields the product N#CC(O)c1cccc(Cl)c1. Reaction SMILES: [CH3:13][C:14](=[O:15])[OH:16].[CH3:17][OH:18].[Cl:4][c:5]1[cH:6][c:7]([CH:8]=[O:9])[cH:10][cH:11][cH:12]1.[K:1][C:2]#[N:3]>>[C:2](#[N:3])[CH:8]([c:7]1[cH:6][c:5]([Cl:4])[cH:12][cH:11][cH:10]1)[OH:9]. The reactants are CC(C(=O)NC1=CC(=CC=C1)C1CCN(CC1)CCCCC(=O)C1=CC=C(C=C1)[N+](=O)[O-])C (2-methyl-N-(3-{1-[5-(4-nitrophenyl)-5-oxopentyl]-4-piperidinyl]phenyl)propanamide), Cl.FC(OC1=CC=C(C=C1)NN)(F)F (4-(trifluoromethoxy)phenylhydrazine hydrochloride). Yields the product CC(C(=O)NC1=CC(=CC=C1)C1CCN(CC1)CCCC\C(=N/NC1=CC=C(C=C1)OC(F)(F)F)\C1=CC=C(C=C1)[N+](=O)[O-])C (2-METHYL-N-{3-[1-((5E)-5-(4-NITROPHENYL)-5-{[4-(TRIFLUOROMETHOXY)PHENYL]HYDRAZONO}PENTYL)-4-PIPERIDINYL]PHENYL}PROPANAMIDE). RXN SMILES: [CH3:1][CH:2]([CH3:33])[C:3]([NH:5][C:6]1[CH:11]=[CH:10][CH:9]=[C:8]([CH:12]2[CH2:17][CH2:16][N:15]([CH2:18][CH2:19][CH2:20][CH2:21][C:22]([C:24]3[CH:29]=[CH:28][C:27]([N+:30]([O-:32])=[O:31])=[CH:26][CH:25]=3)=O)[CH2:14][CH2:13]2)[CH:7]=1)=[O:4].Cl.[F:35][C:36]([F:47])([F:46])[O:37][C:38]1[CH:43]=[CH:42][C:41]([NH:44][NH2:45])=[CH:40][CH:39]=1>>[CH3:1][CH:2]([CH3:33])[C:3]([NH:5][C:6]1[CH:11]=[CH:10][CH:9]=[C:8]([CH:12]2[CH2:17][CH2:16][N:15]([CH2:18][CH2:19][CH2:20][CH2:21]/[C:22](/[C:24]3[CH:29]=[CH:28][C:27]([N+:30]([O-:32])=[O:31])=[CH:26][CH:25]=3)=[N:45]\[NH:44][C:41]3[CH:42]=[CH:43][C:38]([O:37][C:36]([F:35])([F:47])[F:46])=[CH:39][CH:40]=3)[CH2:14][CH2:13]2)[CH:7]=1)=[O:4] |f:1.2|. Reported procedure: Prepared by Procedure E and Scheme M using 2-methyl-N-(3-{1-[5-(4-nitrophenyl)-5-oxopentyl]-4-piperidinyl]phenyl)propanamide and 4-(trifluoromethoxy)phenylhydrazine hydrochloride: ESMS m/e: 626.2 (M+H)+.